The task is: describe an organic reaction: reactants, conditions, products, and yield. This data is from the Open Reaction Database (ORD), a public repository of structured organic reaction records. Starting materials: ClC1=C(C(C(=C(C1=O)C#N)C#N)=O)Cl (Dichlorodicyanobenzoquinone), C(C1=CC=CC=C1)ON1C([C@H]([C@H](C1)CC)NCC1=CC=C(C=C1)OC)=O (cis-1-benzyloxy-4-ethyl-3-(4-methoxybenzylamino) pyrrolidin-2-one). Run in ClCCl (dichloromethane), O (water). Reaction conditions: time 2 hour. Yields the product N[C@@H]1C(N(C[C@@H]1CC)O)=O (cis-3-amino-1-hydroxy-4-ethylpyrrolidin- 2-one). The yield is 44.1%. Reaction SMILES: ClC1C(=O)C(C#N)=C(C#N)C(=O)C=1Cl.C([O:22][N:23]1[CH2:27][C@H:26]([CH2:28][CH3:29])[C@H:25]([NH:30]CC2C=CC(OC)=CC=2)[C:24]1=[O:40])C1C=CC=CC=1>ClCCl.O>[NH2:30][C@H:25]1[C@@H:26]([CH2:28][CH3:29])[CH2:27][N:23]([OH:22])[C:24]1=[O:40]. Procedure: Dichlorodicyanobenzoquinone (125 mg, 550 μmol) was added to a stirred solution of cis-1-benzyloxy-4-ethyl-3-(4-methoxybenzylamino) pyrrolidin-2-one (190 mg, 458 μmol) in dichloromethane (20 ml) and water (1 ml). After 90 min the mixture was evaporated, dissolved in dilute hydrochloric acid, and applied to a column containing DOWEX 50W-X8 (100-200 mesh, 2×2 cm, H+ form). After washing the column with water (100 ml), the product was eluted with dilute aqueous ammonia. Fractions containing the prod... Reported procedure: 2-Bromo-9,9-bis(3,6-dioxaheptyl)-fluorene was synthesized from bromo-2-(2-methoxyethoxy)ethane and 2-bromofluorene by methods described in Part A of Example 5. The product is BrC1=CC=2C(C3=CC=CC=C3C2C=C1)(CCOCCOC)CCOCCOC (2-Bromo-9,9-bis(3,6-dioxaheptyl)-fluorene). Starting materials: BrCCOCCOC (bromo-2-(2-methoxyethoxy)ethane), BrC1=CC=2CC3=CC=CC=C3C2C=C1 (2-bromofluorene). RXN SMILES: Br[CH2:2][CH2:3][O:4][CH2:5][CH2:6][O:7][CH3:8].[Br:9][C:10]1[CH:22]=[CH:21][C:20]2[C:19]3[C:14](=[CH:15][CH:16]=[CH:17][CH:18]=3)[CH2:13][C:12]=2[CH:11]=1>>[Br:9][C:10]1[CH:22]=[CH:21][C:20]2[C:19]3[C:14](=[CH:15][CH:16]=[CH:17][CH:18]=3)[C:13]([CH2:2][CH2:3][O:4][CH2:5][CH2:6][O:7][CH3:8])([CH2:2][CH2:3][O:4][CH2:5][CH2:6][O:7][CH3:8])[C:12]=2[CH:11]=1. Starting materials: CC(=O)Nc1nc(CO)c(Cl)s1, O=C([O-])[O-], CN(C)C=O, [K+], [K+], O, Sc1ccncc1. The product is CC(=O)Nc1nc(CO)c(Sc2ccncc2)s1. As a reaction SMILES: [C:1]([CH3:2])(=[O:3])[NH:4][c:5]1[s:6][c:7]([Cl:12])[c:8]([CH2:10][OH:11])[n:9]1.[C:20](=[O:21])([O-:22])[O-:23].[CH3:27][N:28]([CH3:29])[CH:30]=[O:31].[K+:24].[K+:25].[OH2:26].[SH:13][c:14]1[cH:15][cH:16][n:17][cH:18][cH:19]1>>[C:1]([CH3:2])(=[O:3])[NH:4][c:5]1[s:6][c:7]([S:13][c:14]2[cH:15][cH:16][n:17][cH:18][cH:19]2)[c:8]([CH2:10][OH:11])[n:9]1. Reaction SMILES: [CH3:18][C:19](=[O:20])[OH:21].[Cl:1][c:2]1[cH:3][c:4]2[c:8]([c:9]([Cl:11])[cH:10]1)[C:7]1([NH:6][C:5]2=[O:17])[CH2:12][CH2:13][NH:14][CH:15]=[CH:16]1>>[Cl:1][c:2]1[cH:3][c:4]2[c:8]([c:9]([Cl:11])[cH:10]1)[C:7]1([NH:6][C:5]2=[O:17])[CH2:12][CH2:13][NH:14][CH2:15][CH2:16]1. Yields the product O=C1NC2(CCNCC2)c2c(Cl)cc(Cl)cc21. Starting materials: CC(=O)O, O=C1NC2(C=CNCC2)c2c(Cl)cc(Cl)cc21. The reactants are CO, O, CC1(C)OCC(C(O)CNS(=O)(=O)c2cccc(S(=O)(=O)Nc3ccc(F)cc3C(F)(F)F)c2)O1. Yields the product O=S(=O)(NCC(O)C(O)CO)c1cccc(S(=O)(=O)Nc2ccc(F)cc2C(F)(F)F)c1. Reaction SMILES: [CH3:37][OH:38].[OH2:36].[OH:1][CH:2]([CH2:3][NH:4][S:5](=[O:6])(=[O:7])[c:8]1[cH:9][c:10]([S:14]([NH:15][c:16]2[c:17]([C:23]([F:24])([F:25])[F:26])[cH:18][c:19]([F:22])[cH:20][cH:21]2)(=[O:27])=[O:28])[cH:11][cH:12][cH:13]1)[CH:29]1[O:30][C:31]([CH3:34])([CH3:35])[O:32][CH2:33]1>>[OH:1][CH:2]([CH2:3][NH:4][S:5](=[O:6])(=[O:7])[c:8]1[cH:9][c:10]([S:14]([NH:15][c:16]2[c:17]([C:23]([F:24])([F:25])[F:26])[cH:18][c:19]([F:22])[cH:20][cH:21]2)(=[O:27])=[O:28])[cH:11][cH:12][cH:13]1)[CH:29]([OH:30])[CH2:33][OH:32].